Task: describe an organic reaction: reactants, conditions, products, and yield. Dataset: the Open Reaction Database (ORD), a public repository of structured organic reaction records Starting materials: Cl.Cl.FC=1C=CC2=C(N(C(=N2)[C@H](C)N)C2=NC=CC=C2)C1C ((S)-1-(6-fluoro-7-methyl-1-pyridin-2-yl-1H-benzoimidazol-2-yl)ethylamine dihydrochloride), ClC1=C2N=CN(C2=NC=N1)C1OCCCC1 (6-chloro-9-(tetrahydropyran-2-yl)-9H-purine), CCN(C(C)C)C(C)C (DIPEA). Solvent: CC(C)O (IPA). Run at temperature 90 celsius, time 30 minute. The product is FC=1C=CC2=C(N(C(=N2)[C@H](C)NC2=C3N=CNC3=NC=N2)C2=NC=CC=C2)C1C ([(S)-1-(6-Fluoro-7-methyl-1-pyridin-2-yl-1H-benzoimidazol-2-yl)-ethyl]-(9H-purin-6-yl)-amine). Isolated yield 51.5%. As a reaction SMILES: Cl.Cl.[F:3][C:4]1[CH:5]=[CH:6][C:7]2[N:11]=[C:10]([C@@H:12]([NH2:14])[CH3:13])[N:9]([C:15]3[CH:20]=[CH:19][CH:18]=[CH:17][N:16]=3)[C:8]=2[C:21]=1[CH3:22].Cl[C:24]1[N:32]=[CH:31][N:30]=[C:29]2[C:25]=1[N:26]=[CH:27][N:28]2C1CCCCO1.CCN(C(C)C)C(C)C>CC(O)C>[F:3][C:4]1[CH:5]=[CH:6][C:7]2[N:11]=[C:10]([C@@H:12]([NH:14][C:24]3[N:32]=[CH:31][N:30]=[C:29]4[C:25]=3[N:26]=[CH:27][NH:28]4)[CH3:13])[N:9]([C:15]3[CH:20]=[CH:19][CH:18]=[CH:17][N:16]=3)[C:8]=2[C:21]=1[CH3:22] |f:0.1.2|. Reported procedure: To a solution of (S)-1-(6-fluoro-7-methyl-1-pyridin-2-yl-1H-benzoimidazol-2-yl)ethylamine dihydrochloride (300 mg, 0.87 mmol) in IPA (10 mL) was added 6-chloro-9-(tetrahydropyran-2-yl)-9H-purine (271 mg, 1.14 mmol) and DIPEA (448 μL, 2.62 mmol) and the reaction mixture heated at 90° C. for 16 h. The reaction mixture was concentrated in vacuo and the resultant residue subjected to flash chromatography (SiO2, eluting with 0-10% methanol in EtOAc). LCMS (Method C): RT=2.81 min, [M+H]+=473. The prod...